This data is from the Open Reaction Database (ORD), a public repository of structured organic reaction records. The task is: describe an organic reaction: reactants, conditions, products, and yield Reactants: CC(=O)C1CCC(C)=CC1(C)C, CON, CO, Cl, c1ccncc1. Yields the product CON=C(C)C1CCC(C)=CC1(C)C. As a reaction SMILES: [CH3:1][C:2]1([CH3:12])[CH:3]([C:9]([CH3:10])=[O:11])[CH2:4][CH2:5][C:6]([CH3:8])=[CH:7]1.[CH3:20][O:21][NH2:22].[CH3:23][OH:24].[ClH:19].[cH:13]1[cH:14][cH:15][n:16][cH:17][cH:18]1>>[CH3:1][C:2]1([CH3:12])[CH:3]([C:9]([CH3:10])=[N:22][O:21][CH3:20])[CH2:4][CH2:5][C:6]([CH3:8])=[CH:7]1. The reactants are 10B, FC(OC1=CC=C(C=C1)CN)(F)F ((4-(trifluoromethoxy)phenyl)methanamine), C(C)OC1=C(C=O)C=CC=C1F (2-ethoxy-3-fluorobenzaldehyde), 10F, 10I. Yields the product C(C)OC1=C(C=CC=C1F)C1CC(C(N1CC1=CC=C(C=C1)OC(F)(F)F)=O)F (rac-(3S*,5S*)-5-(2-ethoxy-3-fluorophenyl)-3-fluoro-1-(4-(trifluoromethoxy)benzyl)pyrrolidin-2-one). RXN SMILES: [F:1][C:2]([F:13])([F:12])[O:3][C:4]1[CH:9]=[CH:8][C:7]([CH2:10][NH2:11])=[CH:6][CH:5]=1.[CH2:14]([O:16][C:17]1[C:24]([F:25])=[CH:23][CH:22]=[CH:21][C:18]=1[CH:19]=O)[CH3:15]>>[CH2:14]([O:16][C:17]1[C:24]([F:25])=[CH:23][CH:22]=[CH:21][C:18]=1[CH:19]1[N:11]([CH2:10][C:7]2[CH:6]=[CH:5][C:4]([O:3][C:2]([F:12])([F:13])[F:1])=[CH:9][CH:8]=2)[C:17](=[O:16])[CH:24]([F:25])[CH2:23]1)[CH3:15]. Procedure details: Prepared according to the described general procedures 10A2 (GP10A2), 10B (GP10B), 10F (GP10F), and 10I (GP10I) using commercially available (4-(trifluoromethoxy)phenyl)methanamine and synthesized 2-ethoxy-3-fluorobenzaldehyde. Subsequent purification by preparative HPLC afforded the target compound. LC-MS (conditions A): tR=0.95 min.; [M+H]+: 415.87 g/mol. Starting materials: C1CCOC1, C(=NC1CCCCC1)=NC1CCCCC1, Cl, OC1CN2CCC1CC2, C1COCCO1, On1nnc2ccccc21, O=C(O)C(Cc1ccccc1)Nc1ccccc1. Yields the product O=C(OC1CN2CCC1CC2)C(Cc1ccccc1)Nc1ccccc1. As a reaction SMILES: [CH2:60]1[O:61][CH2:62][CH2:63][CH2:64]1.[CH:20]1([N:21]=[C:22]=[N:23][CH:24]2[CH2:25][CH2:26][CH2:27][CH2:28][CH2:29]2)[CH2:30][CH2:31][CH2:32][CH2:33][CH2:34]1.[ClH:19].[N:45]12[CH2:46][CH:47]([OH:53])[CH:48]([CH2:49][CH2:50]1)[CH2:51][CH2:52]2.[O:54]1[CH2:55][CH2:56][O:57][CH2:58][CH2:59]1.[OH:35][n:36]1[c:37]2[c:38]([cH:39][cH:40][cH:41][cH:42]2)[n:43][n:44]1.[c:1]1([CH2:7][CH:8]([C:9](=[O:10])[OH:11])[NH:12][c:13]2[cH:14][cH:15][cH:16][cH:17][cH:18]2)[cH:2][cH:3][cH:4][cH:5][cH:6]1>>[c:1]1([CH2:7][CH:8]([C:9]([O:10][CH:47]2[CH2:46][N:45]3[CH2:50][CH2:49][CH:48]2[CH2:51][CH2:52]3)=[O:11])[NH:12][c:13]2[cH:14][cH:15][cH:16][cH:17][cH:18]2)[cH:2][cH:3][cH:4][cH:5][cH:6]1. Reactants: Br, CCOCC, CC(=O)O, COc1ccc(Oc2ccc(Cl)cc2)cc1. The product is Oc1ccc(Oc2ccc(Cl)cc2)cc1. RXN SMILES: [BrH:17].[CH3:18][CH2:19][O:20][CH2:21][CH3:22].[CH3:23][C:24](=[O:25])[OH:26].[Cl:1][c:2]1[cH:3][cH:4][c:5]([O:6][c:7]2[cH:8][cH:9][c:10]([O:13][CH3:14])[cH:11][cH:12]2)[cH:15][cH:16]1>>[Cl:1][c:2]1[cH:3][cH:4][c:5]([O:6][c:7]2[cH:8][cH:9][c:10]([OH:13])[cH:11][cH:12]2)[cH:15][cH:16]1. Reactants: C(=O)(OC(C)(C)C)N1C[C@H](OCC1)CC1=C(C=CC(=C1)Br)O (N-Boc-(R)-2-(5-bromo-2-hydroxybenzyl)morpholine), Cl (hydrogen chloride). The product is BrC=1C=CC(=C(C[C@@H]2CNCCO2)C1)O ((R)-2-(5-Bromo-2-hydroxybenzyl)morpholine), example 1. Isolated yield 100.0%. Reaction SMILES: C([N:8]1[CH2:13][CH2:12][O:11][C@H:10]([CH2:14][C:15]2[CH:20]=[C:19]([Br:21])[CH:18]=[CH:17][C:16]=2[OH:22])[CH2:9]1)(OC(C)(C)C)=O.Cl>>[Br:21][C:19]1[CH:18]=[CH:17][C:16]([OH:22])=[C:15]([CH:20]=1)[CH2:14][C@H:10]1[O:11][CH2:12][CH2:13][NH:8][CH2:9]1. Procedure: Deprotection of N-Boc-(R)-2-(5-bromo-2-hydroxybenzyl)morpholine, using hydrogen chloride (4M, in methanol), afforded the morpholine example 1 as an off-white solid (51 mg, 100%). Starting materials: CCCCCCn1c(=O)c(C(=O)OCC)c(O)c2ccccc21, CCO, ClCCl, C=[N+]=[N-]. Product: CCCCCCn1c(=O)c(C(=O)OCC)c(OC)c2ccccc21. RXN SMILES: [CH2:1]([CH2:2][CH2:3][CH2:4][CH2:5][CH3:6])[n:7]1[c:8](=[O:23])[c:9]([C:18](=[O:19])[O:20][CH2:21][CH3:22])[c:10]([OH:17])[c:11]2[cH:12][cH:13][cH:14][cH:15][c:16]12.[CH3:30][CH2:31][OH:32].[Cl:27][CH2:28][Cl:29].[N+:24](=[N-:25])=[CH2:26]>>[CH2:1]([CH2:2][CH2:3][CH2:4][CH2:5][CH3:6])[n:7]1[c:8](=[O:23])[c:9]([C:18](=[O:19])[O:20][CH2:21][CH3:22])[c:10]([O:17][CH3:26])[c:11]2[cH:12][cH:13][cH:14][cH:15][c:16]12. Reactants: C(C)(C)(C)OC(=O)N[C@@H](CCC(=O)OC)C(=O)N[C@H](C(=O)NCC1=CC=C(C=C1)I)CCC(=O)OC ((S)-methyl 4-(tert-butoxycarbonylamino)-5-((S)-1-(4-iodobenzylamino)-5-methoxy-1,5-dioxopentan-2-ylamino)-5-oxopentanoate). The solvent is C(Cl)Cl (DCM), C(=O)(C(F)(F)F)O (TFA). Product: N[C@@H](CCC(=O)OC)C(=O)N[C@H](C(=O)NCC1=CC=C(C=C1)I)CCC(=O)OC ((S)-methyl 4-amino-5-((S)-1-(4-iodobenzylamino)-5-methoxy-1,5-dioxopentan-2-ylamino)-5-oxopentanoate). Reaction SMILES: C(OC([NH:8][C@H:9]([C:16]([NH:18][C@@H:19]([CH2:31][CH2:32][C:33]([O:35][CH3:36])=[O:34])[C:20]([NH:22][CH2:23][C:24]1[CH:29]=[CH:28][C:27]([I:30])=[CH:26][CH:25]=1)=[O:21])=[O:17])[CH2:10][CH2:11][C:12]([O:14][CH3:15])=[O:13])=O)(C)(C)C>C(Cl)Cl.C(O)(C(F)(F)F)=O>[NH2:8][C@H:9]([C:16]([NH:18][C@@H:19]([CH2:31][CH2:32][C:33]([O:35][CH3:36])=[O:34])[C:20]([NH:22][CH2:23][C:24]1[CH:25]=[CH:26][C:27]([I:30])=[CH:28][CH:29]=1)=[O:21])=[O:17])[CH2:10][CH2:11][C:12]([O:14][CH3:15])=[O:13]. Procedure: A solution of (S)-methyl 4-(tert-butoxycarbonylamino)-5-((S)-1-(4-iodobenzylamino)-5-methoxy-1,5-dioxopentan-2-ylamino)-5-oxopentanoate (0.448 g, 0.723 mmol) in DCM (10 mL) and TFA (4.0 mL) was stirred at room temperature overnight. After the solvent was evaporated, the reaction mixture was diluted with DCM, washed with sat. K2CO3 and concentrated in vacuo to afford (S)-methyl 4-amino-5-((S)-1-(4-iodobenzylamino)-5-methoxy-1,5-dioxopentan-2-ylamino)-5-oxopentanoate. A solution of the above produ... The product is CCOC(=O)C1CCOc2c1cc(Cl)c(Oc1ccc(C(=O)NCCc3ccc(Cl)cc3)cc1)c2Cl. Reaction SMILES: [CH:44]([N:45]([CH:46]([CH3:47])[CH3:48])[CH2:49][CH3:50])([CH3:51])[CH3:52].[Cl:1][c:2]1[cH:3][c:4]2[c:9]([c:10]([Cl:22])[c:11]1[O:12][c:13]1[cH:14][cH:15][c:16]([C:17](=[O:18])[OH:19])[cH:20][cH:21]1)[O:8][CH2:7][CH2:6][CH:5]2[C:23](=[O:24])[O:25][CH2:26][CH3:27].[Cl:28][C:29]([C:30]([Cl:31])=[O:32])=[O:33].[Cl:34][c:35]1[cH:36][cH:37][c:38]([CH2:41][CH2:42][NH2:43])[cH:39][cH:40]1.[Cl:53][CH2:54][Cl:55].[O:56]=[CH:57][N:58]([CH3:59])[CH3:60]>>[Cl:1][c:2]1[cH:3][c:4]2[c:9]([c:10]([Cl:22])[c:11]1[O:12][c:13]1[cH:14][cH:15][c:16]([C:17](=[O:19])[NH:43][CH2:42][CH2:41][c:38]3[cH:37][cH:36][c:35]([Cl:34])[cH:40][cH:39]3)[cH:20][cH:21]1)[O:8][CH2:7][CH2:6][CH:5]2[C:23](=[O:24])[O:25][CH2:26][CH3:27]. Reactants: CCN(C(C)C)C(C)C, CCOC(=O)C1CCOc2c1cc(Cl)c(Oc1ccc(C(=O)O)cc1)c2Cl, O=C(Cl)C(=O)Cl, NCCc1ccc(Cl)cc1, ClCCl, CN(C)C=O.